The task is: describe an organic reaction: reactants, conditions, products, and yield. This data is from the Open Reaction Database (ORD), a public repository of structured organic reaction records. Starting materials: C(CCC)[Li] (n-butyllithium), BrC=1C=CC(=NC1)OC (5-bromo-2-methoxypyridine), C(C)(=O)OO (Peracetic acid), COB(OC)OC (trimethylborate). Run in CCOCC (ether), CCCCCC (hexane). Conditions: temperature 15 celsius, time 30 minute. Yields the product COC1=CC=C(C=N1)O (6-Methoxypyridin-3-ol). Reaction SMILES: C([Li])CCC.Br[C:7]1[CH:8]=[CH:9][C:10]([O:13][CH3:14])=[N:11][CH:12]=1.C[O:16]B(OC)OC.C(OO)(=O)C>CCOCC.CCCCCC>[CH3:14][O:13][C:10]1[N:11]=[CH:12][C:7]([OH:16])=[CH:8][CH:9]=1. Procedure details: A 2.5 M hexane solution of n-butyllithium (23 mL, 58 mmol) was added over 30 minutes to a −78° C. solution of 5-bromo-2-methoxypyridine (10 g, 53 mmol) in ether (120 mL), keeping the temperature below −65° C. The slurry was stirred for 30 minutes, and then trimethylborate (6.1 mL) was added quickly to the reaction solution. Again the temperature was maintained below −65° C. The solution was stirred for 10 minutes, warmed to 15° C. and then cooled to −78° C. Peracetic acid (56 mmol) was added dro... Reactants: FC(C=1C=C(CNC(=O)C2=CC(=NC=C2)C2=C(C=CC(=C2)N2CCCCC2)NC(=O)C=2C=C(C(=O)O)C=CC2)C=CC1)(F)F (3-((2-(4-((3-(trifluoromethyl)benzyl)carbamoyl)pyridin-2-yl)-4-(piperidin-1-yl)phenyl)carbamoyl)-benzoic acid), amine, FC(C=1C=C(CNC(=O)C2=CC(=NC=C2)C2=C(C=CC(=C2)N2CCCCC2)NC(C2=CC(C(=O)N(C)CCC(=O)NCCOC)=CC=C2)=O)C=CC1)(F)F (N1-(2-(4-((3-(trifluoromethyl)benzyl)carbamoyl)pyridin-2-yl)-4-(piperidin-1-yl)phenyl)-N3-(3-(2-methoxyethylamino)-3-oxopropyl)-N3-methylisophthalamide), O1CCN(CC1)CCN (2-Morpholinoethanamine). Product: O1CCN(CC1)CCNC(C1=CC(C(=O)NC2=C(C=C(C=C2)N2CCCCC2)C2=NC=CC(=C2)C(NCC2=CC(=CC=C2)C(F)(F)F)=O)=CC=C1)=O (N1-(2-Morpholinoethyl)-N3-(4-(piperidin-1-yl)-2-(4-((3-(trifluoromethyl)benzyl)carbamoyl)pyridin-2-yl)phenyl)isophthalamide). Reaction SMILES: [F:1][C:2]([F:44])([F:43])[C:3]1[CH:4]=[C:5]([CH:40]=[CH:41][CH:42]=1)[CH2:6][NH:7][C:8]([C:10]1[CH:15]=[CH:14][N:13]=[C:12]([C:16]2[CH:21]=[C:20]([N:22]3[CH2:27][CH2:26][CH2:25][CH2:24][CH2:23]3)[CH:19]=[CH:18][C:17]=2[NH:28][C:29]([C:31]2[CH:32]=[C:33]([CH:37]=[CH:38][CH:39]=2)[C:34](O)=[O:35])=[O:30])[CH:11]=1)=[O:9].FC(F)(F)C1C=C(C=CC=1)CNC(C1C=CN=C(C2C=C(N3CCCCC3)C=CC=2NC(=O)C2C=CC=C(C(N(CCC(NCCOC)=O)C)=O)C=2)C=1)=O.[O:99]1[CH2:104][CH2:103][N:102]([CH2:105][CH2:106][NH2:107])[CH2:101][CH2:100]1>>[O:99]1[CH2:104][CH2:103][N:102]([CH2:105][CH2:106][NH:107][C:34](=[O:35])[C:33]2[CH:37]=[CH:38][CH:39]=[C:31]([C:29]([NH:28][C:17]3[CH:18]=[CH:19][C:20]([N:22]4[CH2:23][CH2:24][CH2:25][CH2:26][CH2:27]4)=[CH:21][C:16]=3[C:12]3[CH:11]=[C:10]([C:8](=[O:9])[NH:7][CH2:6][C:5]4[CH:40]=[CH:41][CH:42]=[C:3]([C:2]([F:43])([F:1])[F:44])[CH:4]=4)[CH:15]=[CH:14][N:13]=3)=[O:30])[CH:32]=2)[CH2:101][CH2:100]1. Procedure details: This compound was prepared from 3-((2-(4-((3-(trifluoromethyl)benzyl)carbamoyl)pyridin-2-yl)-4-(piperidin-1-yl)phenyl)carbamoyl)-benzoic acid 4.1e using the procedure described for the preparation of N1-(2-(4-((3-(trifluoromethyl)benzyl)carbamoyl)pyridin-2-yl)-4-(piperidin-1-yl)phenyl)-N3-(3-(2-methoxyethylamino)-3-oxopropyl)-N3-methylisophthalamide 4.2. 2-Morpholinoethanamine was used as the amine component in this coupling. 1H-NMR (300 MHz, DMSO-d6, ppm) δ 12.60 (s, 1H), 9.68 (s, 1H), 9.57 (t,... Reactants: C(=O)(Cl)Cl (phosgene), C(CCC)NC(=O)NCCCC (1,3-dibutyl urea), [O-]C#N.[K+] (potassium cyanate). Solvent: C1=CC=CC=C1 (benzene). The product is 5,3-dibutyl allophanoyl chloride, C(CCC)N1C(N(C(NC1=O)=O)CCCC)=O (dibutyl isocyanuric acid). The yield is 38.0%. Reaction SMILES: [C:1](Cl)(Cl)=[O:2].[CH2:5]([NH:9][C:10]([NH:12][CH2:13][CH2:14][CH2:15][CH3:16])=[O:11])[CH2:6][CH2:7][CH3:8].[O-:17][C:18]#[N:19].[K+]>C1C=CC=CC=1>[CH2:13]([N:12]1[C:18](=[O:17])[NH:19][C:1](=[O:2])[N:9]([CH2:5][CH2:6][CH2:7][CH3:8])[C:10]1=[O:11])[CH2:14][CH2:15][CH3:16] |f:2.3|. Procedure: A benzene solution (50 ml) of 5,3-dibutyl allophanoyl chloride (0.1 mole) was prepared by reaction of phosgene with 1,3-dibutyl urea by the method of Example 2. This material was reacted with 16.0 g (0.2 mole) of potassium cyanate as described above. After work-up, 9.3 g (38% yield) of dibutyl isocyanuric acid was obtained; m.p. 86°-88° C. IR and nmr analysis was consistent with the assigned structure. Starting materials: CCOCCOc1ccc(OB([O-])[O-])cc1F, CN(Cc1ccc(NC(=O)C2=Cc3cc(Br)ccc3N(C=O)CC2)cc1)C1CCOCC1, O=C([O-])[O-], CCO, CCOC(C)=O, [K+], [K+], O, Cc1ccccc1. Product: CCOCCOc1ccc(-c2ccc3c(c2)C=C(C(=O)Nc2ccc(CN(C)C4CCOCC4)cc2)CCN3C=O)cc1F. Reaction SMILES: [B:1]([O-:2])([O-:16])[O:17][c:3]1[cH:4][c:5]([F:15])[c:6]([O:9][CH2:10][CH2:11][O:12][CH2:13][CH3:14])[cH:7][cH:8]1.[Br:18][c:19]1[cH:20][cH:21][c:22]2[c:23]([cH:49]1)[CH:24]=[C:25]([C:31](=[O:32])[NH:33][c:34]1[cH:35][cH:36][c:37]([CH2:40][N:41]([CH:42]3[CH2:43][CH2:44][O:45][CH2:46][CH2:47]3)[CH3:48])[cH:38][cH:39]1)[CH2:26][CH2:27][N:28]2[CH:29]=[O:30].[C:50](=[O:51])([O-:52])[O-:53].[CH2:63]([OH:64])[CH3:65].[CH3:67][CH2:68][O:69][C:70](=[O:71])[CH3:72].[K+:54].[K+:55].[OH2:66].[c:56]1([CH3:57])[cH:58][cH:59][cH:60][cH:61][cH:62]1>>[c:3]1(-[c:19]2[cH:20][cH:21][c:22]3[c:23]([cH:49]2)[CH:24]=[C:25]([C:31](=[O:32])[NH:33][c:34]2[cH:35][cH:36][c:37]([CH2:40][N:41]([CH:42]4[CH2:43][CH2:44][O:45][CH2:46][CH2:47]4)[CH3:48])[cH:38][cH:39]2)[CH2:26][CH2:27][N:28]3[CH:29]=[O:30])[cH:4][c:5]([F:15])[c:6]([O:9][CH2:10][CH2:11][O:12][CH2:13][CH3:14])[cH:7][cH:8]1. Reactants: C(CCC)[Li] (n-butyllithium), solution, S1C(=NC2=C1C=CC=C2)C(=O)C2CCN(CC2)CCC2=CC=C(C=C2)OC ([2-benzothiazolyl][1-[2-(4-methoxyphenyl)ethyl]-4-piperidinyl]methanone). Reagents/catalysts: [Br-].C[P+](C1=CC=CC=C1)(C1=CC=CC=C1)C1=CC=CC=C1 (methyltriphenylphosphonium bromide). Solvent: O1CCCC1 (tetrahydrofuran), CCCCCC (hexane), O1CCCC1 (tetrahydrofuran). Conditions: time 2 hour. Yields the product COC1=CC=C(C=C1)CCN1CCC(CC1)C(=C)C=1SC2=C(N1)C=CC=C2 (2-[1-[1-[2-(4-Methoxyphenyl)ethyl]-4-piperidinyl]ethenyl]benzothiazole). As a reaction SMILES: [CH2:1]([Li])CCC.[S:6]1[C:10]2[CH:11]=[CH:12][CH:13]=[CH:14][C:9]=2[N:8]=[C:7]1[C:15]([CH:17]1[CH2:22][CH2:21][N:20]([CH2:23][CH2:24][C:25]2[CH:30]=[CH:29][C:28]([O:31][CH3:32])=[CH:27][CH:26]=2)[CH2:19][CH2:18]1)=O>[Br-].C[P+](C1C=CC=CC=1)(C1C=CC=CC=1)C1C=CC=CC=1.O1CCCC1.CCCCCC>[CH3:32][O:31][C:28]1[CH:29]=[CH:30][C:25]([CH2:24][CH2:23][N:20]2[CH2:21][CH2:22][CH:17]([C:15]([C:7]3[S:6][C:10]4[CH:11]=[CH:12][CH:13]=[CH:14][C:9]=4[N:8]=3)=[CH2:1])[CH2:18][CH2:19]2)=[CH:26][CH:27]=1 |f:2.3|. Reported procedure: Dissolve methyltriphenylphosphonium bromide (2.50 g, 6.99 mmol) in anhydrous tetrahydrofuran (50 mL). Add n-butyllithium (2.8 mL of a 2.5M solution in hexane, 6.99 mmol) and cool to -10° C. Add, by dropwise addition, a solution of [2-benzothiazolyl][1-[2-(4-methoxyphenyl)ethyl]-4-piperidinyl]methanone (2.66 g, 6.99 mmol) in anhydrous tetrahydrofuran (50 mL). Stir for 2 hours then quench with water. Separate the organic phase and extract the aqueous phase with ethyl ether. Combine the organic pha... The reactants are COc1ccc(CC2C3=C(CCCC3)CCN2C)cc1, [K+], [OH-], OCCOCCO. Product: CN1CCC2=C(CCCC2)C1Cc1ccc(O)cc1. As a reaction SMILES: [CH3:1][O:2][c:3]1[cH:4][cH:5][c:6]([CH2:7][CH:8]2[N:9]([CH3:18])[CH2:10][CH2:11][C:12]3=[C:17]2[CH2:16][CH2:15][CH2:14][CH2:13]3)[cH:19][cH:20]1.[K+:22].[OH-:21].[OH:23][CH2:24][CH2:25][O:26][CH2:27][CH2:28][OH:29]>>[OH:2][c:3]1[cH:4][cH:5][c:6]([CH2:7][CH:8]2[N:9]([CH3:18])[CH2:10][CH2:11][C:12]3=[C:17]2[CH2:16][CH2:15][CH2:14][CH2:13]3)[cH:19][cH:20]1. Procedure details: A mixture of N-carboethoxy-4-piperidone (88.6 g, 517.2 mmol), sodium cyanide (30.0 g, 612.1 mmol) in water (54 mL), ammonium chloride (34.0 g, 635.5 mmol) in water (72 mL), and ammonium hydroxide (76 ml) is heated to 60°-65° C. for 5 hours, and then stirred at room temperature overnight. The resulting solid is filtered off, dissolved in methylene chloride, and washed with a small amount of brine. The organic layer is dried (MgSO4), concentrated in vacuo to 1/2 volume, and triturated with hexane.... The product is C(=O)(OCC)N1CCC(CC1)(C#N)N (N-carboethoxy-4-amino-4-cyanopiperidine). Reaction conditions: time 8 hour. The solvent is O (water), O (water). The reactants are [OH-].[NH4+] (ammonium hydroxide), C(=O)(OCC)N1CCC(CC1)=O (N-carboethoxy-4-piperidone), [C-]#N.[Na+] (sodium cyanide), [Cl-].[NH4+] (ammonium chloride). RXN SMILES: [C:1]([N:6]1[CH2:11][CH2:10][C:9](=O)[CH2:8][CH2:7]1)([O:3][CH2:4][CH3:5])=[O:2].[C-:13]#[N:14].[Na+].[Cl-].[NH4+:17].[OH-].[NH4+]>O>[C:1]([N:6]1[CH2:11][CH2:10][C:9]([NH2:17])([C:13]#[N:14])[CH2:8][CH2:7]1)([O:3][CH2:4][CH3:5])=[O:2] |f:1.2,3.4,5.6|. Reactants: CO, COC1=NS(=O)N=C1OC, NCc1cccnc1. The product is COC1=NS(=O)N=C1NCc1cccnc1. As a reaction SMILES: [CH3:19][OH:20].[CH3:9][O:10][C:11]1=[N:12][S:13](=[O:18])[N:14]=[C:15]1[O:16][CH3:17].[NH2:1][CH2:2][c:3]1[cH:4][n:5][cH:6][cH:7][cH:8]1>>[NH:1]([CH2:2][c:3]1[cH:4][n:5][cH:6][cH:7][cH:8]1)[C:15]1=[N:14][S:13](=[O:18])[N:12]=[C:11]1[O:10][CH3:9]. Reactants: ClC1=NC=NC2=CC(=CC=C12)C(F)(F)F (4-chloro-7-trifluoromethylquinazoline), COC1=CC=C(C=C1)N (p-anisidine). Solvent: C(C)O (ethanol). Yields the product COC1=CC=C(NC2=NC=NC3=CC(=CC=C23)C(F)(F)F)C=C1 (4-(4'-Methoxyanilino)-7-trifluoromethylquinazoline). Isolated yield 79.2%. Reaction SMILES: Cl[C:2]1[C:11]2[C:6](=[CH:7][C:8]([C:12]([F:15])([F:14])[F:13])=[CH:9][CH:10]=2)[N:5]=[CH:4][N:3]=1.[CH3:16][O:17][C:18]1[CH:23]=[CH:22][C:21]([NH2:24])=[CH:20][CH:19]=1>C(O)C>[CH3:16][O:17][C:18]1[CH:23]=[CH:22][C:21]([NH:24][C:2]2[C:11]3[C:6](=[CH:7][C:8]([C:12]([F:15])([F:14])[F:13])=[CH:9][CH:10]=3)[N:5]=[CH:4][N:3]=2)=[CH:20][CH:19]=1. Procedure: 5 ml of ethanol were added to a mixture of 2.3 g of 4-chloro-7-trifluoromethylquinazoline and 1.4 g of p-anisidine. The resulting mixture was heated to dissolve the solids, whereupon the solution solidified immediately. After cooling, the resulting crystals were collected by filtration and washed with, in turn, ethanol, dilute aqueous sodium hydroxide and water. The resulting crystals were recrystallized from ethanol, to give 2.5 g (yield 78%) of the desired Compound No. 51 in the form of colour... As a reaction SMILES: [Br:1][CH2:2][C:3](=[O:4])[O:5][CH2:6][CH3:7].[C:8]([CH3:9])(=[O:10])[C:11]1=[CH:20][c:19]2[c:14]([cH:15][cH:16][c:17](-[c:21]3[cH:22][cH:23][cH:24][cH:25][cH:26]3)[cH:18]2)[O:13][CH2:12]1.[CH3:32][CH2:33][O:34][CH2:35][CH3:36].[CH3:37][O:38][CH2:39][O:40][CH3:41].[O:42]1[CH2:43][CH2:44][CH2:45][CH2:46]1.[S:27](=[O:28])(=[O:29])([OH:30])[OH:31].[Zn:47]>>[CH2:2]([C:3](=[O:4])[O:5][CH2:6][CH3:7])[C:8]([CH3:9])([OH:10])[C:11]1=[CH:20][c:19]2[c:14]([cH:15][cH:16][c:17](-[c:21]3[cH:22][cH:23][cH:24][cH:25][cH:26]3)[cH:18]2)[O:13][CH2:12]1. Product: CCOC(=O)CC(C)(O)C1=Cc2cc(-c3ccccc3)ccc2OC1. The reactants are CCOC(=O)CBr, CC(=O)C1=Cc2cc(-c3ccccc3)ccc2OC1, CCOCC, COCOC, C1CCOC1, O=S(=O)(O)O, [Zn].